This data is from the Open Reaction Database (ORD), a public repository of structured organic reaction records. The task is: describe an organic reaction: reactants, conditions, products, and yield RXN SMILES: [CH3:31][OH:32].[ClH:30].[Fe+2:45].[Fe:46].[N+:1]([O-:2])(=[O:3])[C:4]1([CH2:10][CH2:11][c:12]2[s:13][c:14]3[c:15]([n:16]2)-[c:17]2[cH:18][cH:19][cH:20][cH:21][c:22]2[CH2:23]3)[CH2:5][CH2:6][CH2:7][CH2:8][CH2:9]1.[OH2:24].[OH2:33].[OH2:34].[OH2:35].[OH2:36].[OH2:37].[OH2:38].[OH2:39].[S:25](=[O:26])(=[O:27])([OH:28])[OH:29].[S:40]([O-:41])([O-:42])(=[O:43])=[O:44]>>[NH2:1][C:4]1([CH2:10][CH2:11][c:12]2[s:13][c:14]3[c:15]([n:16]2)-[c:17]2[cH:18][cH:19][cH:20][cH:21][c:22]2[CH2:23]3)[CH2:5][CH2:6][CH2:7][CH2:8][CH2:9]1. Reactants: CO, Cl, [Fe+2], [Fe], O=[N+]([O-])C1(CCc2nc3c(s2)Cc2ccccc2-3)CCCCC1, O, O, O, O, O, O, O, O, O=S(=O)(O)O, O=S(=O)([O-])[O-]. The product is NC1(CCc2nc3c(s2)Cc2ccccc2-3)CCCCC1. Procedure details: Esters 39 and 40, 2% solution in dichloromethane (3.5 mL), and ester 43, 0.25% solution in dichloromethane (3.5 mL), were irradiated in the photoreactor at 350 nm for 200 minutes. The degree of photoconversion could be conveniently monitored by TLC. Each solution was concentrated to a half of its volume and applied onto a column of silicagel (4 g, Coarse silicagel). The column was eluted with CH2Cl2, appropriate fractions were combined and the solvent was removed in vacuo. The residue was dissol... Reaction SMILES: CO[C:3]1[C:8](OC)=[CH:7][C:6]([CH:11]([O:18]C(=O)C(Cl)(Cl)Cl)[C:12]2[CH:17]=[CH:16][CH:15]=[CH:14][CH:13]=2)=[C:5]([N+:25]([O-:27])=O)[CH:4]=1.CN(C)C1C=CC([N+]([O-])=O)=C([CH:39]([O:46]C(=O)C(Cl)(Cl)Cl)C2C=CC=CC=2)C=1[N+]([O-])=O>ClCCl>[CH3:39][O:46][C:15]1[CH:14]=[CH:13][C:12]([C:11](=[O:18])[C:6]2[CH:7]=[CH:8][CH:3]=[CH:4][C:5]=2[N:25]=[O:27])=[CH:17][CH:16]=1. The solvent is ClCCl (dichloromethane), ClCCl (dichloromethane). The product is COC1=CC=C(C=C1)C(C1=C(C=CC=C1)N=O)=O (4′-Methoxy-2-nitrosobenzophenone). Starting materials: COC1=CC(=C(C=C1OC)C(C1=CC=CC=C1)OC(C(Cl)(Cl)Cl)=O)[N+](=O)[O-] (Trichloro-acetic acid (4,5-dimethoxy-2-nitrophenyl)-phenyl-methyl ester), solution, CN(C=1C=CC(=C(C1[N+](=O)[O-])C(C1=CC=CC=C1)OC(C(Cl)(Cl)Cl)=O)[N+](=O)[O-])C (Trichloro-acetic acid (5-dimethylamino-2,6-dinitro-phenyl)-phenyl-methyl ester), solution.